Dataset: the Open Reaction Database (ORD), a public repository of structured organic reaction records. Task: describe an organic reaction: reactants, conditions, products, and yield Starting materials: CC(C)(C)OC(=O)NC(CC1CCOCC1)C1CO1, CN, CCO. Yields the product CNCC(O)C(CC1CCOCC1)NC(=O)OC(C)(C)C. RXN SMILES: [C:1]([CH3:2])([CH3:3])([CH3:4])[O:5][C:6]([NH:7][CH:8]([CH2:9][CH:10]1[CH2:11][CH2:12][O:13][CH2:14][CH2:15]1)[CH:16]1[O:17][CH2:18]1)=[O:19].[CH3:20][NH2:21].[CH3:22][CH2:23][OH:24]>>[C:1]([CH3:2])([CH3:3])([CH3:4])[O:5][C:6]([NH:7][CH:8]([CH2:9][CH:10]1[CH2:11][CH2:12][O:13][CH2:14][CH2:15]1)[CH:16]([OH:17])[CH2:18][NH:21][CH3:20])=[O:19]. Starting materials: C(CCC)[Li] (n-butyllithium), BrC1=CC(=C2CCCC3(C2=C1C)SCCS3)C (7'-bromo-3',4'-dihydro-5',8'-dimethlspiro[1,3-dithiolane-2,1'(2'H)-naphthalene]), solution, C(CCC)[Li] (n-butyllithium), C(=O)=O (dry ice). The solvent is CCCCCC (hexane), O1CCCC1 (tetrahydrofuran). Reaction conditions: temperature -78 celsius, time 30 minute. The product is CC1=C2CCCC3(C2=C(C(=C1)C(=O)O)C)SCCS3 (3',4'-dihydro-5',8'-dimethylspiro[1,3-dithiolane-2,1'(2'H)-naphthalene]-7'-carboxylic acid). The yield is 28.2%. Reaction SMILES: Br[C:2]1[C:11]([CH3:12])=[C:10]2[C:5]([CH2:6][CH2:7][CH2:8][C:9]32[S:16][CH2:15][CH2:14][S:13]3)=[C:4]([CH3:17])[CH:3]=1.C([Li])CCC.[C:23](=[O:25])=[O:24]>O1CCCC1.CCCCCC>[CH3:17][C:4]1[CH:3]=[C:2]([C:23]([OH:25])=[O:24])[C:11]([CH3:12])=[C:10]2[C:5]=1[CH2:6][CH2:7][CH2:8][C:9]12[S:16][CH2:15][CH2:14][S:13]1. Procedure details: A solution of 12.7 g of the title compound of Step B in 300 mL of tetrahydrofuran under a nitrogen atmosphere was cooled to -78° C. To this solution was slowly added 19.2 mL of a 2.5M solution of n-butyllithium in hexane (purchased from Aldrich Chemical Co.). The reaction mixture was maintained below -60° C. during the addition of n-butyllithium and stirring 30 min after addition was complete. The mixture was then cooled to -78° C. and 35.0 g of crushed dry ice was added. The resulting mixture w... Reactants: NC1=CC=C(C#N)C=C1 (4-aminobenzonitrile), FC(C(=O)O)(F)F.ClC1=CC=C2C(=C1)NC(C21C(NC(C1C1=C(C(=CC=C1)Cl)F)C(=O)O)CC(C)(C)C)=O (rac-(2′S,3′R,4′S,5′R)-6-chloro-4′-(3-chloro-2-fluoro-phenyl)-2′-(2,2-dimethyl-propyl)-2-oxo-1,2-dihydro-spiro[indole-3,3′-pyrrolidine]-5′-carboxylic acid trifluoroacetic acid), C(C)(C)N(CC)C(C)C (diisopropylethylamine), C1(=CC=CC=C1)P(=O)(C1=CC=CC=C1)Cl (diphenylphosphinic chloride). The product is C(#N)C1=CC=C(C=C1)NC(=O)C1C(C2(C(N1)CC(C)(C)C)C(NC1=CC(=CC=C12)Cl)=O)C1=C(C(=CC=C1)Cl)F (rac-(2′S,3′R,4′S,5′R)-6-chloro-4′-(3-chloro-2-fluoro-phenyl)-2′-(2,2-dimethyl-propyl)-2-oxo-1,2-dihydro-spiro[indole-3,3′-pyrrolidine]-5′-carboxylic acid (4-cyano-phenyl)-amide), foam. Isolated yield 34.0%. As a reaction SMILES: FC(F)(F)C(O)=O.[Cl:8][C:9]1[CH:14]=[C:13]2[NH:15][C:16](=[O:38])[C:17]3([CH:21]([C:22]4[CH:27]=[CH:26][CH:25]=[C:24]([Cl:28])[C:23]=4[F:29])[CH:20]([C:30](O)=[O:31])[NH:19][CH:18]3[CH2:33][C:34]([CH3:37])([CH3:36])[CH3:35])[C:12]2=[CH:11][CH:10]=1.C(N(C(C)C)CC)(C)C.C1(P(Cl)(C2C=CC=CC=2)=O)C=CC=CC=1.[NH2:63][C:64]1[CH:71]=[CH:70][C:67]([C:68]#[N:69])=[CH:66][CH:65]=1>>[C:68]([C:67]1[CH:70]=[CH:71][C:64]([NH:63][C:30]([CH:20]2[NH:19][CH:18]([CH2:33][C:34]([CH3:37])([CH3:35])[CH3:36])[C:17]3([C:12]4[C:13](=[CH:14][C:9]([Cl:8])=[CH:10][CH:11]=4)[NH:15][C:16]3=[O:38])[CH:21]2[C:22]2[CH:27]=[CH:26][CH:25]=[C:24]([Cl:28])[C:23]=2[F:29])=[O:31])=[CH:65][CH:66]=1)#[N:69] |f:0.1|. Reported procedure: In a manner similar to the method described in Example 5, rac-(2′S,3′R,4′S,5′R)-6-chloro-4′-(3-chloro-2-fluoro-phenyl)-2′-(2,2-dimethyl-propyl)-2-oxo-1,2-dihydro-spiro[indole-3,3′-pyrrolidine]-5′-carboxylic acid trifluoroacetic acid prepared in Example 4 (2.94 g, 5.07 mmol), was reacted with diisopropylethylamine (5.25 g, 40.6 mmol), diphenylphosphinic chloride (4.8 g, 20.3 mmol), then reacted with 4-aminobenzonitrile (Aldrich) (2.4 g, 20.3 mmol) to give rac-(2′S,3′R,4′S,5′R)-6-chloro-4′-(3-chlo... Reactants: CCO, N#Cc1cc(F)cc(F)c1F, N. The product is N#Cc1cc(F)cc(F)c1N. Reaction SMILES: [CH3:13][CH2:14][OH:15].[F:1][c:2]1[c:3]([C:4]#[N:5])[cH:6][c:7]([F:11])[cH:8][c:9]1[F:10].[NH3:12]>>[c:2]1([NH2:12])[c:3]([C:4]#[N:5])[cH:6][c:7]([F:11])[cH:8][c:9]1[F:10]. Reported procedure: The intermediate 5-(4-cyanophenoxy)pentyl bromide was prepared from the potassium salt of 4-cyanophenol and 1,5-dibromopentane. Reaction SMILES: [K].[C:2]([C:4]1[CH:9]=[CH:8][C:7]([OH:10])=[CH:6][CH:5]=1)#[N:3].[Br:11][CH2:12][CH2:13][CH2:14][CH2:15][CH2:16]Br>>[C:2]([C:4]1[CH:9]=[CH:8][C:7]([O:10][CH2:16][CH2:15][CH2:14][CH2:13][CH2:12][Br:11])=[CH:6][CH:5]=1)#[N:3] |^1:0|. Yields the product C(#N)C1=CC=C(OCCCCCBr)C=C1 (5-(4-cyanophenoxy)pentyl bromide). The reactants are [K] (potassium), C(#N)C1=CC=C(C=C1)O (4-cyanophenol), BrCCCCCBr (1,5-dibromopentane). Starting materials: C(C)OC1=CC=C(C=C1)C=1C=CC2=C(C=C(CCS2(=O)=O)C(=O)NC2=CC=C(C=C2)CN(C2CCOCC2)C)C1 (7-(4-ethoxyphenyl)-N-[4-[N-methyl-N-(tetrahydropyran-4-yl)aminomethyl]phenyl]-1,1-dioxo-2,3-dihydro-1-benzothiepine-4-carboxamide), Cl (hydrochloric acid). Solvent: C1CCOC1 (THF). Reaction conditions: time 0.5 hour. Product: Cl.C(C)OC1=CC=C(C=C1)C=1C=CC2=C(C=C(CCS2(=O)=O)C(=O)NC2=CC=C(C=C2)CN(C2CCOCC2)C)C1 (7-(4-ethoxyphenyl)-N-[4-[N-methyl-N-(tetrahydropyran-4-yl)aminomethyl]phenyl]-1,1-dioxo-2,3-dihydro-1-benzothiepine-4-carboxamide hydrochloride). Reaction SMILES: [CH2:1]([O:3][C:4]1[CH:9]=[CH:8][C:7]([C:10]2[CH:11]=[CH:12][C:13]3[S:19](=[O:21])(=[O:20])[CH2:18][CH2:17][C:16]([C:22]([NH:24][C:25]4[CH:30]=[CH:29][C:28]([CH2:31][N:32]([CH3:39])[CH:33]5[CH2:38][CH2:37][O:36][CH2:35][CH2:34]5)=[CH:27][CH:26]=4)=[O:23])=[CH:15][C:14]=3[CH:40]=2)=[CH:6][CH:5]=1)[CH3:2].[ClH:41]>C1COCC1>[ClH:41].[CH2:1]([O:3][C:4]1[CH:5]=[CH:6][C:7]([C:10]2[CH:11]=[CH:12][C:13]3[S:19](=[O:21])(=[O:20])[CH2:18][CH2:17][C:16]([C:22]([NH:24][C:25]4[CH:30]=[CH:29][C:28]([CH2:31][N:32]([CH3:39])[CH:33]5[CH2:38][CH2:37][O:36][CH2:35][CH2:34]5)=[CH:27][CH:26]=4)=[O:23])=[CH:15][C:14]=3[CH:40]=2)=[CH:8][CH:9]=1)[CH3:2] |f:3.4|. Procedure details: To a solution of 7-(4-ethoxyphenyl)-N-[4-[N-methyl-N-(tetrahydropyran-4-yl)aminomethyl]phenyl]-1,1-dioxo-2,3-dihydro-1-benzothiepine-4-carboxamide (2.5 g) in THF (125 ml) was added at room temperature 6N hydrochloric acid (1.5 ml), and the mixture was stirred for 0.5 hour and concentrated under reduced pressure. To the mixture was added diethylether, colorless crystals were collected by filtration to give crude crystals (2.61 g), which were purified with recrystallization from 90% ethanol to giv... Reactants: CCN1CCN(c2ccc(Nc3cc(N)ncn3)cc2)CC1, CN1CCCC1=O, COc1cc(OC)c(Cl)c(N=C=O)c1Cl. The product is CCN1CCN(c2ccc(Nc3cc(NC(=O)Nc4c(Cl)c(OC)cc(OC)c4Cl)ncn3)cc2)CC1. As a reaction SMILES: [CH2:16]([CH3:17])[N:18]1[CH2:19][CH2:20][N:21]([c:24]2[cH:25][cH:26][c:27]([NH:30][c:31]3[n:32][cH:33][n:34][c:35]([NH2:37])[cH:36]3)[cH:28][cH:29]2)[CH2:22][CH2:23]1.[CH3:38][N:39]1[CH2:40][CH2:41][CH2:42][C:43]1=[O:44].[Cl:1][c:2]1[c:3]([N:13]=[C:14]=[O:15])[c:4]([Cl:12])[c:5]([O:10][CH3:11])[cH:6][c:7]1[O:8][CH3:9]>>[Cl:1][c:2]1[c:3]([NH:13][C:14](=[O:15])[NH:37][c:35]2[n:34][cH:33][n:32][c:31]([NH:30][c:27]3[cH:26][cH:25][c:24]([N:21]4[CH2:20][CH2:19][N:18]([CH2:16][CH3:17])[CH2:23][CH2:22]4)[cH:29][cH:28]3)[cH:36]2)[c:4]([Cl:12])[c:5]([O:10][CH3:11])[cH:6][c:7]1[O:8][CH3:9]. Starting materials: Br, CCOC(=O)N1CCC(Nc2cc(=O)oc3ccc(Cl)cc23)C(C)(C)C1. Product: CC1(C)CNCCC1Nc1cc(=O)oc2ccc(Cl)cc12. RXN SMILES: [BrH:27].[CH2:1]([O:2][C:3](=[O:4])[N:6]1[CH2:7][C:8]([CH3:25])([CH3:26])[CH:9]([NH:12][c:13]2[cH:14][c:15](=[O:24])[o:16][c:17]3[cH:18][cH:19][c:20]([Cl:23])[cH:21][c:22]23)[CH2:10][CH2:11]1)[CH3:5]>>[NH:6]1[CH2:7][C:8]([CH3:25])([CH3:26])[CH:9]([NH:12][c:13]2[cH:14][c:15](=[O:24])[o:16][c:17]3[cH:18][cH:19][c:20]([Cl:23])[cH:21][c:22]23)[CH2:10][CH2:11]1.